From a dataset of the Open Reaction Database (ORD), a public repository of structured organic reaction records. describe an organic reaction: reactants, conditions, products, and yield Reactants: Cc1cc(Br)sc1C(=O)NCc1cccc(F)c1, O=c1cc(OCc2ccccc2)cc[nH]1. The product is Cc1cc(-n2ccc(OCc3ccccc3)cc2=O)sc1C(=O)NCc1cccc(F)c1. RXN SMILES: [Br:16][c:17]1[cH:18][c:19]([CH3:33])[c:20]([C:22](=[O:23])[NH:24][CH2:25][c:26]2[cH:27][c:28]([F:32])[cH:29][cH:30][cH:31]2)[s:21]1.[CH2:1]([c:2]1[cH:3][cH:4][cH:5][cH:6][cH:7]1)[O:8][c:9]1[cH:10][c:11](=[O:15])[nH:12][cH:13][cH:14]1>>[CH2:1]([c:2]1[cH:3][cH:4][cH:5][cH:6][cH:7]1)[O:8][c:9]1[cH:10][c:11](=[O:15])[n:12](-[c:17]2[cH:18][c:19]([CH3:33])[c:20]([C:22](=[O:23])[NH:24][CH2:25][c:26]3[cH:27][c:28]([F:32])[cH:29][cH:30][cH:31]3)[s:21]2)[cH:13][cH:14]1. Reactants: C(#N)[BH3-].[Na+] (Sodium cyanoborohydride), C(C)(C)(C)OC(=O)N[C@H](C=O)C(C)C (2(S)-t-butoxycarbonylamino-3-methylbutyraldehyde), Cl.COC([C@@H](N)CC1=CC=CC=C1)=O (phenylalanine methyl ester hydrochloride). The solvent is CO (methanol), C(C)(=O)O (acetic acid). Run at time 2 hour. The product is COC([C@@H](NC[C@H](C(C)C)NC(=O)OC(C)(C)C)CC1=CC=CC=C1)=O (N-(3-methyl-2(S)-(t-butoxycarbonylamino)-but-1-yl)phenylalanine methyl ester). The yield is 82.3%. RXN SMILES: C([BH3-])#N.[Na+].[C:5]([O:9][C:10]([NH:12][C@@H:13]([CH:16]([CH3:18])[CH3:17])[CH:14]=O)=[O:11])([CH3:8])([CH3:7])[CH3:6].Cl.[CH3:20][O:21][C:22](=[O:32])[C@H:23]([CH2:25][C:26]1[CH:31]=[CH:30][CH:29]=[CH:28][CH:27]=1)[NH2:24]>CO.C(O)(=O)C>[CH3:20][O:21][C:22](=[O:32])[C@H:23]([CH2:25][C:26]1[CH:31]=[CH:30][CH:29]=[CH:28][CH:27]=1)[NH:24][CH2:14][C@@H:13]([NH:12][C:10]([O:9][C:5]([CH3:8])([CH3:7])[CH3:6])=[O:11])[CH:16]([CH3:18])[CH3:17] |f:0.1,3.4|. Reported procedure: Sodium cyanoborohydride (2.0 g, 0.03 mole) was added portionwise (one hour) to a solution of the known compound 2(S)-t-butoxycarbonylamino-3-methylbutyraldehyde (5.8 g, 0.029 mole) and phenylalanine methyl ester hydrochloride (6.1 g, 0.028 mole) in methanol (150 ml) and acetic acid (1.5 ml). The clear reaction mixture was stirred at room temperature under argon for 2 hours and concentrated in vacuo. The residue was cooled in an ice bath, neutralized with saturated NaHCO3 and extracted (3×) with ... Reactants: formula 9, COC1=CC(=C(C(=O)OC)C=C1)OC(C)C (methyl 4-methoxy-2-(l-methylethoxy)benzoate), ( 10 ), Cl[Si](C)(C)C (chlorotrimethylsilane), C(C)(C)[N-]C(C)C.[Li+] (lithium diisopropylamide). Solvent: O1CCCC1 (tetrahydrofuran). Product: COC1=C(C(=C(C(=O)OC)C=C1)OC(C)C)[Si](C)(C)C (methyl 4-methoxy-2-(1-methylethoxy)-3-(trimethylsilyl)benzoate). RXN SMILES: [CH3:1][O:2][C:3]1[CH:12]=[CH:11][C:6]([C:7]([O:9][CH3:10])=[O:8])=[C:5]([O:13][CH:14]([CH3:16])[CH3:15])[CH:4]=1.Cl[Si:18]([CH3:21])([CH3:20])[CH3:19].C([N-]C(C)C)(C)C.[Li+]>O1CCCC1>[CH3:1][O:2][C:3]1[CH:12]=[CH:11][C:6]([C:7]([O:9][CH3:10])=[O:8])=[C:5]([O:13][CH:14]([CH3:16])[CH3:15])[C:4]=1[Si:18]([CH3:21])([CH3:20])[CH3:19] |f:2.3|. Procedure details: More specifically, Scheme 3 shows compound of the formula 9 is prepared by adding a mixture methyl 4-methoxy-2-(l-methylethoxy)benzoate of the formula (10) and chlorotrimethylsilane to a -70° C. -78° C. tetrahydrofuran solution of lithium diisopropylamide to give methyl 4-methoxy-2-(1-methylethoxy)-3-(trimethylsilyl)benzoate (11) regioselectively. The reactants are CC1Cc2ccc(Br)cc2CN1c1cc(N2CCN(C)CC2)nc(N)n1, O=C([O-])O, C1COCCO1, CO, CC1(C)OB(c2cnn(CC3CC3)c2)OC1(C)C, [Na+], O, c1ccc(P(c2ccccc2)(c2ccccc2)[Pd](P(c2ccccc2)(c2ccccc2)c2ccccc2)(P(c2ccccc2)(c2ccccc2)c2ccccc2)P(c2ccccc2)(c2ccccc2)c2ccccc2)cc1. The product is CC1Cc2ccc(-c3cnn(CC4CC4)c3)cc2CN1c1cc(N2CCN(C)CC2)nc(N)n1. RXN SMILES: [Br:1][c:2]1[cH:3][cH:4][c:5]2[c:10]([cH:11]1)[CH2:9][N:8]([c:12]1[n:13][c:14]([NH2:25])[n:15][c:16]([N:18]3[CH2:19][CH2:20][N:21]([CH3:24])[CH2:22][CH2:23]3)[cH:17]1)[CH:7]([CH3:26])[CH2:6]2.[C:45](=[O:46])([OH:47])[O-:48].[CH2:50]1[O:51][CH2:52][CH2:53][O:54][CH2:55]1.[CH3:56][OH:57].[CH:27]1([CH2:30][n:31]2[n:32][cH:33][c:34]([B:36]3[O:37][C:38]([CH3:39])([CH3:40])[C:41]([CH3:42])([CH3:43])[O:44]3)[cH:35]2)[CH2:28][CH2:29]1.[Na+:49].[OH2:135].[cH:58]1[cH:59][cH:60][c:61]([P:62]([Pd:63]([P:64]([c:65]2[cH:66][cH:67][cH:68][cH:69][cH:70]2)([c:71]2[cH:72][cH:73][cH:74][cH:75][cH:76]2)[c:77]2[cH:78][cH:79][cH:80][cH:81][cH:82]2)([P:83]([c:84]2[cH:85][cH:86][cH:87][cH:88][cH:89]2)([c:90]2[cH:91][cH:92][cH:93][cH:94][cH:95]2)[c:96]2[cH:97][cH:98][cH:99][cH:100][cH:101]2)[P:102]([c:103]2[cH:104][cH:105][cH:106][cH:107][cH:108]2)([c:109]2[cH:110][cH:111][cH:112][cH:113][cH:114]2)[c:115]2[cH:116][cH:117][cH:118][cH:119][cH:120]2)([c:121]2[cH:122][cH:123][cH:124][cH:125][cH:126]2)[c:127]2[cH:128][cH:129][cH:130][cH:131][cH:132]2)[cH:133][cH:134]1>>[c:2]1(-[c:34]2[cH:33][n:32][n:31]([CH2:30][CH:27]3[CH2:28][CH2:29]3)[cH:35]2)[cH:3][cH:4][c:5]2[c:10]([cH:11]1)[CH2:9][N:8]([c:12]1[n:13][c:14]([NH2:25])[n:15][c:16]([N:18]3[CH2:19][CH2:20][N:21]([CH3:24])[CH2:22][CH2:23]3)[cH:17]1)[CH:7]([CH3:26])[CH2:6]2. Reactants: C(C1=CC=CC=C1)(C1=CC=CC=C1)(C1=CC=CC=C1)NC=1SC=C(N1)C(C(=O)O)=NOCCN1CCOCC1 (2-(2-tritylamino-4-thiazolyl)-2-(2-morpholinoethoxyimino)-acetic acid), I.N1=CC=CC=C1 (pyridine hydroiodide), C1(CCCCC1)N=C=NC1CCCCC1 (dicyclohexylcarbodiimide), C(C)(=O)OCC=1CS[C@H]2N(C1C(=O)OC(C1=CC=CC=C1)C1=CC=CC=C1)C(C2N)=O (benzhydryl 3-acetoxymethyl-7-amino-ceph-3-eme-4-carboxylate). Run in CN(C=O)C (dimethylformamide). Reaction conditions: time 10 minute. Product: I.S1CC=C(N2[C@H]1CC2=O)C(=O)O (ceph-3-eme-4-carboxylate hydroiodide). As a reaction SMILES: C(NC1SC=C(C(=NOCCN2CCOCC2)C(O)=O)N=1)(C1C=CC=CC=1)(C1C=CC=CC=1)C1C=CC=CC=1.[IH:40].N1C=CC=CC=1.C1(N=C=NC2CCCCC2)CCCCC1.C(OC[C:67]1[CH2:68][S:69][C@@H:70]2[CH:90](N)[C:89](=[O:92])[N:71]2[C:72]=1[C:73]([O:75]C(C1C=CC=CC=1)C1C=CC=CC=1)=[O:74])(=O)C>CN(C)C=O>[IH:40].[S:69]1[C@@H:70]2[CH2:90][C:89](=[O:92])[N:71]2[C:72]([C:73]([OH:75])=[O:74])=[CH:67][CH2:68]1 |f:1.2,6.7|. Procedure details: A solution of 1 g of the product of Step A, 0.38 g of pyridine hydroiodide, 0.63 g of dicyclohexylcarbodiimide, 0.60 g of benzhydryl 3-acetoxymethyl-7-amino-ceph-3-eme-4-carboxylate and 5 ml of anhydrous dimethylformamide was stirred at room temperature for 30 minutes and was vacuum filtered to remove dicyclohexylurea. 100 ml of ether were added to the filtrate and the mixture was stirred for 10 minutes and was vacuum filtered. The product was rinsed with ether and was chromatographed over silic... The reactants are Cl.C(C)NC([C@H]1N(CCC1)C([C@@H](NC([C@@H](NC(=O)OCC1=CC=CC=C1)CC(C)C)=O)CCCNC(N)=N)=O)=O (Nα -benzyloxycarbonyl-L-leucyl-L-arginyl-L-proline-N-ethylamide hydrochloride). The reagents and catalysts are [Pd] (palladium on carbon). Solvent: CO (methanol). The product is Cl.C(C)NC([C@H]1N(CCC1)C([C@@H](NC([C@@H](N)CC(C)C)=O)CCCNC(N)=N)=O)=O (L-Leucyl-L-arginyl-L-proline N-ethylamide hydrochloride). RXN SMILES: [ClH:1].[CH2:2]([NH:4][C:5](=[O:40])[C@@H:6]1[CH2:10][CH2:9][CH2:8][N:7]1[C:11](=[O:39])[C@H:12]([CH2:32][CH2:33][CH2:34][NH:35][C:36](=[NH:38])[NH2:37])[NH:13][C:14](=[O:31])[C@H:15]([CH2:27][CH:28]([CH3:30])[CH3:29])[NH:16]C(OCC1C=CC=CC=1)=O)[CH3:3]>[Pd].CO>[ClH:1].[CH2:2]([NH:4][C:5](=[O:40])[C@@H:6]1[CH2:10][CH2:9][CH2:8][N:7]1[C:11](=[O:39])[C@H:12]([CH2:32][CH2:33][CH2:34][NH:35][C:36](=[NH:37])[NH2:38])[NH:13][C:14](=[O:31])[C@H:15]([CH2:27][CH:28]([CH3:29])[CH3:30])[NH2:16])[CH3:3] |f:0.1,4.5|. Procedure details: To a solution of 1.8 g. of Nα -benzyloxycarbonyl-L-leucyl-L-arginyl-L-proline-N-ethylamide hydrochloride in 100 ml. of methanol is added 400 mg. of 20% palladium on carbon and the mixture is stirred under a hydrogen atmosphere for four hours. Disappearance of the starting material is determined by thin layer chromatography of samples of the solution. The catalyst is removed by filtration and the filtrate is evaporated to dryness. The product is used without further purification. Starting materials: DNA, DNA, DNA, P(O)(=O)(OP(=O)(O)OP(=O)(O)O)OC[C@@H]1[C@H](C[C@@H](O1)N1C=NC=2C(N)=NC=NC12)O (deoxyadenosine triphosphate), C1=NC2=C(C(=N1)N)N=CN2[C@H]3[C@@H]([C@@H]([C@H](O3)COP(=O)(O)OP(=O)(O)OP(=O)(O)O)C=O)C=O (P-ATP), polynucleotide, nucleotides, DNA, P(O)(=O)(OP(=O)(O)OP(=O)(O)O)OC[C@@H]1[C@H](C[C@@H](O1)N1C(=O)N=C(N)C=C1)O (deoxycytidine triphosphate), oligonucleotide. Conditions: temperature 65 celsius, time 1 hour. Product: C(C(CO)(CO)N)O.C(C)(=O)[O-] (Tris·acetate). RXN SMILES: P(OC[C@H]1[O:19][C@@H:18](N2C=CC(N)=NC2=O)[CH2:17][C@@H:16]1[OH:28])(OP(OP(O)(O)=O)(O)=O)(=O)[OH:2].P([O:41][CH2:42][C@H]1[O:47][C@@H:46](N2C3N=CN=C(N)C=3N=C2)[CH2:45][C@@H]1O)(OP(OP(O)(O)=O)(O)=O)(=O)O.C1N=C(N)C2N=CN([C@@H]3O[C@H](COP(OP(OP(O)(O)=O)(O)=O)(O)=O)[C@@H](C=O)[C@H]3C=O)C=2[N:60]=1>>[CH2:42]([OH:41])[C:17]([NH2:60])([CH2:16][OH:28])[CH2:18][OH:19].[C:46]([O-:47])(=[O:2])[CH3:45] |f:3.4|. Reported procedure: A second treatment of the DNA with the Klenow fragment of E. coli DNA polymerase I was conducted as described above except that 0.05 mM deoxycytidine triphosphate was substituted for the 0.05 mM deoxyadenosine triphosphate of the previous reaction. This produced a fragment with the sequence ##STR19## near the beginning of the rennin gene. After phenol extraction, ether extraction, and ethanol precipitation, the DNA was redissolved in water and treated with S1 nuclease (Boehringer/Mannheim, 100 u... Starting materials: CC1=C(OC2=C1C=CC=C2)C(=O)O (3-methyl-benzofuran-2-carboxylic acid), C(C(=O)Cl)(=O)Cl (oxalyl chloride), CO (methanol), TEA. Reagents/catalysts: CN(C)C=O (DMF). The solvent is C1CCOC1 (THF). Reaction conditions: time 1 hour. Yields the product CC1=C(OC2=C1C=CC=C2)C(=O)OC (methyl 3-methylbenzofuran-2-carboxylate). Isolated yield 94.6%. RXN SMILES: [CH3:1][C:2]1[C:6]2[CH:7]=[CH:8][CH:9]=[CH:10][C:5]=2[O:4][C:3]=1[C:11]([OH:13])=[O:12].[C:14](Cl)(=O)C(Cl)=O.CO>CN(C=O)C.C1COCC1>[CH3:1][C:2]1[C:6]2[CH:7]=[CH:8][CH:9]=[CH:10][C:5]=2[O:4][C:3]=1[C:11]([O:13][CH3:14])=[O:12]. Procedure details: To a solution of 3-methyl-benzofuran-2-carboxylic acid (0.98 g, 5.6 mmol) and catalytic amount of DMF (5 drops) in THF (25 ml) was added oxalyl chloride (0.53 ml, 6.1 mmol). After stirring the solution for 1 h at room temperature, methanol (20 ml) and TEA (7.0 ml) were added. The reaction mixture was stirred overnight at room temperature, then concentrated and dissolved in ethyl acetate (100 ml) and washed with aqueous sodium bicarbonate solution (100 ml). The organic layer was dried over sodium... Reactants: C1CCOC1, O=C(O)C1Cc2ccc([N+](=O)[O-])cc2C1. Product: O=[N+]([O-])c1ccc2c(c1)CC(CO)C2. As a reaction SMILES: [CH2:16]1[O:17][CH2:18][CH2:19][CH2:20]1.[N+:1](=[O:2])([O-:3])[c:4]1[cH:5][c:6]2[c:10]([cH:11][cH:12]1)[CH2:9][CH:8]([C:13](=[O:14])[OH:15])[CH2:7]2>>[N+:1](=[O:2])([O-:3])[c:4]1[cH:5][c:6]2[c:10]([cH:11][cH:12]1)[CH2:9][CH:8]([CH2:13][OH:14])[CH2:7]2.